This data is from the Open Reaction Database (ORD), a public repository of structured organic reaction records. The task is: describe an organic reaction: reactants, conditions, products, and yield Starting materials: CN=C(Cl)c1ccccc1, COC(=O)Cc1cc(C)cn1C, ClC(Cl)Cl, [O-][Cl+3]([O-])([O-])O. Product: CN=C(c1ccccc1)c1c(C)cc(CC(=O)OC)n1C, [O-][Cl+3]([O-])([O-])O. As a reaction SMILES: [CH3:13][N:14]=[C:15]([c:16]1[cH:17][cH:18][cH:19][cH:20][cH:21]1)[Cl:22].[CH3:1][n:2]1[c:3]([CH2:8][C:9](=[O:10])[O:11][CH3:12])[cH:4][c:5]([CH3:7])[cH:6]1.[CH:28]([Cl:29])([Cl:30])[Cl:31].[Cl+3:23]([O-:24])([O-:25])([O-:26])[OH:27]>>[CH3:1][n:2]1[c:3]([CH2:8][C:9](=[O:10])[O:11][CH3:12])[cH:4][c:5]([CH3:7])[c:6]1[C:15](=[N:14][CH3:13])[c:16]1[cH:17][cH:18][cH:19][cH:20][cH:21]1.[Cl+3:23]([O-:24])([O-:25])([O-:26])[OH:27]. The reactants are [Br-], N#Cc1ccc(C(=O)Nc2c(Cl)cc(C(F)(C(F)(F)F)C(F)(F)C(F)(F)F)cc2Br)cc1[N+](=O)[O-], CCCC[N+](CCCC)(CCCC)CCCC, [Na+], C1CCOC1, [OH-]. Product: N#Cc1ccc(C(=O)Nc2c(Cl)cc(C(F)(C(F)(F)F)C(F)(F)C(F)(F)F)cc2Br)cc1N. RXN SMILES: [Br-:43].[Br:1][c:2]1[c:3]([NH:22][C:23]([c:24]2[cH:25][c:26]([N+:32]([O-:33])=[O:34])[c:27]([C:30]#[N:31])[cH:28][cH:29]2)=[O:35])[c:4]([Cl:21])[cH:5][c:6]([C:8]([C:9]([C:10]([F:11])([F:12])[F:13])([F:14])[F:15])([C:16]([F:17])([F:18])[F:19])[F:20])[cH:7]1.[CH3:44][CH2:45][CH2:46][CH2:47][N+:48]([CH2:49][CH2:50][CH2:51][CH3:52])([CH2:53][CH2:54][CH2:55][CH3:56])[CH2:57][CH2:58][CH2:59][CH3:60].[Na+:37].[O:38]1[CH2:39][CH2:40][CH2:41][CH2:42]1.[OH-:36]>>[Br:1][c:2]1[c:3]([NH:22][C:23]([c:24]2[cH:25][c:26]([NH2:32])[c:27]([C:30]#[N:31])[cH:28][cH:29]2)=[O:35])[c:4]([Cl:21])[cH:5][c:6]([C:8]([C:9]([C:10]([F:11])([F:12])[F:13])([F:14])[F:15])([C:16]([F:17])([F:18])[F:19])[F:20])[cH:7]1. Starting materials: CCOC(=O)C1CC1c1ccc(B2OC(C)(C)C(C)(C)O2)cc1, Cl, [Na+], [OH-]. The product is CC1(C)OB(c2ccc(C3CC3C(=O)O)cc2)OC1(C)C. RXN SMILES: [CH3:1][C:2]1([CH3:23])[O:3][B:4]([c:9]2[cH:10][cH:11][c:12]([CH:15]3[CH:16]([C:18](=[O:19])[O:20][CH2:21][CH3:22])[CH2:17]3)[cH:13][cH:14]2)[O:5][C:6]1([CH3:7])[CH3:8].[ClH:24].[Na+:26].[OH-:25]>>[CH3:1][C:2]1([CH3:23])[O:3][B:4]([c:9]2[cH:10][cH:11][c:12]([CH:15]3[CH:16]([C:18](=[O:19])[OH:20])[CH2:17]3)[cH:13][cH:14]2)[O:5][C:6]1([CH3:7])[CH3:8]. Starting materials: C(C1=CC=CC=C1)OC(=O)C(C(=O)OC(C)(C)C)CC[C@@H](C(=O)OC(C)(C)C)NC(=O)OC(C)(C)C (di-tert-butyl (5S)-2-(benzyloxycarbonyl)-5-[(tert-butoxy-carbonyl)amino]hexanedioate), [H-].[Na+] (sodium hydride), C(C1=CC=CC=C1)OC=1C=CC(=NC1)CBr (5-(benzyloxy)-2-(bromomethyl)pyridine). The solvent is CN(C=O)C (N,N-dimethyl formamide), CN(C=O)C (N,N-dimethylformamide). Run at time 30 minute. The product is C(C1=CC=CC=C1)OC=1C=CC(=NC1)CC(CC[C@@H](C(=O)OC(C)(C)C)NC(=O)OC(C)(C)C)(C(=O)OCC1=CC=CC=C1)C(=O)OC(C)(C)C (4-Benzyl 1,4-di-tert-butyl (1S)-5-[5-(benzyloxy)pyridin-2-yl]-1-[(tert-butoxycarbonyl)amino]pentane-1,4,4-tricarboxylate). The yield is 65.3%. As a reaction SMILES: [CH2:1]([O:8][C:9]([CH:11]([CH2:19][CH2:20][C@H:21]([NH:29][C:30]([O:32][C:33]([CH3:36])([CH3:35])[CH3:34])=[O:31])[C:22]([O:24][C:25]([CH3:28])([CH3:27])[CH3:26])=[O:23])[C:12]([O:14][C:15]([CH3:18])([CH3:17])[CH3:16])=[O:13])=[O:10])[C:2]1[CH:7]=[CH:6][CH:5]=[CH:4][CH:3]=1.[H-].[Na+].[CH2:39]([O:46][C:47]1[CH:48]=[CH:49][C:50]([CH2:53]Br)=[N:51][CH:52]=1)[C:40]1[CH:45]=[CH:44][CH:43]=[CH:42][CH:41]=1>CN(C)C=O>[CH2:39]([O:46][C:47]1[CH:48]=[CH:49][C:50]([CH2:53][C:11]([C:12]([O:14][C:15]([CH3:18])([CH3:17])[CH3:16])=[O:13])([C:9]([O:8][CH2:1][C:2]2[CH:3]=[CH:4][CH:5]=[CH:6][CH:7]=2)=[O:10])[CH2:19][CH2:20][C@H:21]([NH:29][C:30]([O:32][C:33]([CH3:36])([CH3:35])[CH3:34])=[O:31])[C:22]([O:24][C:25]([CH3:26])([CH3:27])[CH3:28])=[O:23])=[N:51][CH:52]=1)[C:40]1[CH:41]=[CH:42][CH:43]=[CH:44][CH:45]=1 |f:1.2|. Reported procedure: To a solution of 360 mg of di-tert-butyl (5S)-2-(benzyloxycarbonyl)-5-[(tert-butoxy-carbonyl)amino]hexanedioate (0.71 mmol; see example 12f) in N,N-dimethyl formamide (10 mL) was added under argon atmosphere 26 mg of sodium hydride (60% in oil, 0.64 mmol). The resulting mixture was stirred at room temperature for 30 minutes. A solution of 197 mg 5-(benzyloxy)-2-(bromomethyl)pyridine (prepared according to example 17a; 0.71 mmol) in N,N-dimethylformamide (5 mL) was added, and the mixture was stir... Reactants: CC(C)(C)OC(=O)N1CCN(CCCBr)CC1, CCOC(C)=O, [Cl-], [N-]=[N+]=[N-], [Na+], [Na+], CN(C)C=O. Product: CC(C)(C)OC(=O)N1CCN(CCCN=[N+]=[N-])CC1. Reaction SMILES: [C:5]([CH3:6])([CH3:7])([CH3:8])[O:9][C:10](=[O:11])[N:12]1[CH2:13][CH2:14][N:15]([CH2:18][CH2:19][CH2:20][Br:21])[CH2:16][CH2:17]1.[CH3:22][CH2:23][O:24][C:25](=[O:26])[CH3:27].[Cl-:29].[N-:2]=[N+:3]=[N-:4].[Na+:1].[Na+:28].[O:30]=[CH:31][N:32]([CH3:33])[CH3:34]>>[N:2](=[N+:3]=[N-:4])[CH2:20][CH2:19][CH2:18][N:15]1[CH2:14][CH2:13][N:12]([C:10]([O:9][C:5]([CH3:6])([CH3:7])[CH3:8])=[O:11])[CH2:17][CH2:16]1.